Dataset: the Open Reaction Database (ORD), a public repository of structured organic reaction records. Task: describe an organic reaction: reactants, conditions, products, and yield The reactants are C(C)OC(=O)C=1NC2=CC=C(C=C2C1Cl)Br (5-bromo-3-chloro-1H-indole-2-carboxylic acid ethyl ester), C1(CCCC1)OC1=CC=C(C=C1)B(O)O (4-cyclopentoxyphenylboronic acid). Yields the product C(C)OC(=O)C=1N(C2=CC=C(C=C2C1Cl)Br)C1=CC=C(C=C1)OC1CCCC1 (5-Bromo-3-chloro-1-(4-cyclopentoxyphenyl)-1H-indole-2-carboxylic acid ethyl ester). As a reaction SMILES: [CH2:1]([O:3][C:4]([C:6]1[NH:7][C:8]2[C:13]([C:14]=1[Cl:15])=[CH:12][C:11]([Br:16])=[CH:10][CH:9]=2)=[O:5])[CH3:2].[CH:17]1([O:22][C:23]2[CH:28]=[CH:27][C:26](B(O)O)=[CH:25][CH:24]=2)[CH2:21][CH2:20][CH2:19][CH2:18]1>>[CH2:1]([O:3][C:4]([C:6]1[N:7]([C:26]2[CH:27]=[CH:28][C:23]([O:22][CH:17]3[CH2:21][CH2:20][CH2:19][CH2:18]3)=[CH:24][CH:25]=2)[C:8]2[C:13]([C:14]=1[Cl:15])=[CH:12][C:11]([Br:16])=[CH:10][CH:9]=2)=[O:5])[CH3:2]. Reported procedure: The sub-title compound was prepared in accordance with the procedure described in Example 8(c) using 5-bromo-3-chloro-1H-indole-2-carboxylic acid ethyl ester (see Example 3)5, Method 1, step (a)) and 4-cyclopentoxyphenylboronic acid instead of 4-isopropoxyphenylboronic acid. Reactants: C=CCOB([O-])[O-], CCOB(OCC)OCC, CN(C)C=O, [H-], [Na+], Oc1cccc(O)c1O. The product is C=CCOc1cccc(O)c1O. As a reaction SMILES: [B:22]([O-:23])([O-:27])[O:28][CH2:24][CH:25]=[CH2:26].[CH3:12][CH2:13][O:14][B:15]([O:16][CH2:17][CH3:18])[O:19][CH2:20][CH3:21].[CH3:29][N:30]([CH3:31])[CH:32]=[O:33].[H-:10].[Na+:11].[OH:1][c:2]1[cH:3][cH:4][cH:5][c:6]([OH:7])[c:8]1[OH:9]>>[O:1]([c:2]1[cH:3][cH:4][cH:5][c:6]([OH:7])[c:8]1[OH:9])[CH2:26][CH:25]=[CH2:24]. The reactants are oil, OCCNC(C1=CC=CC=C1)=O (N-(2-hydroxyethyl)benzamide), CS(=O)(=O)Cl (methanesulfonyl chloride). Product: CS(=O)(=O)OCCNC(C1=CC=CC=C1)=O (2-Benzamidoethyl methanesulfonate). As a reaction SMILES: [OH:1][CH2:2][CH2:3][NH:4][C:5](=[O:12])[C:6]1[CH:11]=[CH:10][CH:9]=[CH:8][CH:7]=1.[CH3:13][S:14](Cl)(=[O:16])=[O:15]>>[CH3:13][S:14]([O:1][CH2:2][CH2:3][NH:4][C:5](=[O:12])[C:6]1[CH:11]=[CH:10][CH:9]=[CH:8][CH:7]=1)(=[O:16])=[O:15]. Procedure: 2-Benzamidoethyl methanesulfonate was prepared by following the general procedure of Example 43 for mesylation as a colorless oil (291 mg, 84%) from N-(2-hydroxyethyl)benzamide (245 mg, 1.30 mmol) and methanesulfonyl chloride (223 mg, 1.94 mmol). 1H NMR (CDCl3, 300 MHz) δ2.85 (s, 3H), 4.48 (t, 2H, J=9.5 Hz), 5.10 (t, 2H, J=10.2 Hz), 7.58-7.63 (m, 2H), 7.74-7.80 (m, 1H), 8.20-8.23 (m, 2H) ppm. As a reaction SMILES: [C:1]([O:5][C:6]([C@H:8]([C@@H:18]([CH2:34][CH:35]([CH3:37])[CH3:36])[C:19]([NH:21][N:22]1[C:26](=[O:27])[C:25]2([CH2:32][CH2:31][NH:30][CH2:29][CH2:28]2)[NH:24][C:23]1=[O:33])=[O:20])[CH2:9][CH2:10][CH2:11][C:12]1[CH:17]=[CH:16][CH:15]=[CH:14][CH:13]=1)=[O:7])([CH3:4])([CH3:3])[CH3:2].[CH2:38]([O:45][C:46]([NH:48][CH2:49][C:50](O)=[O:51])=[O:47])[C:39]1[CH:44]=[CH:43][CH:42]=[CH:41][CH:40]=1.Cl.C(N=C=NCCCN(C)C)C>CN(C)C=O>[CH2:38]([O:45][C:46]([NH:48][CH2:49][C:50]([N:30]1[CH2:31][CH2:32][C:25]2([NH:24][C:23](=[O:33])[N:22]([NH:21][C:19](=[O:20])[C@@H:18]([C@@H:8]([C:6]([O:5][C:1]([CH3:4])([CH3:3])[CH3:2])=[O:7])[CH2:9][CH2:10][CH2:11][C:12]3[CH:17]=[CH:16][CH:15]=[CH:14][CH:13]=3)[CH2:34][CH:35]([CH3:37])[CH3:36])[C:26]2=[O:27])[CH2:28][CH2:29]1)=[O:51])=[O:47])[C:39]1[CH:44]=[CH:43][CH:42]=[CH:41][CH:40]=1 |f:2.3|. Procedure details: A mixture of 0.257 g of 2(R)-[1(S)-(tert-butoxycarbonyl)-4-phenylbutyl]-4-methyl-N-[2,4-dioxo-1,3,8-triazaspiro[4.5]decan-3-yl]valeramide and 0.209 g of N-(benzyloxycarbonyl)glycine in 5 ml of dry dimethylformamide was stirred and cooled to ice temperature. The mixture was treated with 0.225 g of 1-ethyl-3-(3-dimethylaminopropyl)carbodiimide hydrochloride and was then stirred at room temperature for 2 days. The solvent was evaporated and the residue partitioned between water and ethyl acetate. T... Yields the product C(C1=CC=CC=C1)OC(=O)NCC(=O)N1CCC2(C(N(C(N2)=O)NC([C@H](CC(C)C)[C@H](CCCC2=CC=CC=C2)C(=O)OC(C)(C)C)=O)=O)CC1 (8-{N-(benzyloxycarbonyl)aminoacetyl]-2(R)-[1(S)-(tert-butoxycarbonyl)-4-phenylbutyl]-4-methyl-N-[2,4-dioxo-1,3,8-triazaspiro[4.5]decan-3-yl]valeramide). The solvent is CN(C=O)C (dimethylformamide). Starting materials: C(C)(C)(C)OC(=O)[C@@H](CCCC1=CC=CC=C1)[C@H](C(=O)NN1C(NC2(C1=O)CCNCC2)=O)CC(C)C (2(R)-[1(S)-(tert-butoxycarbonyl)-4-phenylbutyl]-4-methyl-N-[2,4-dioxo-1,3,8-triazaspiro[4.5]decan-3-yl]valeramide), C(C1=CC=CC=C1)OC(=O)NCC(=O)O (N-(benzyloxycarbonyl)glycine), Cl.C(C)N=C=NCCCN(C)C (1-ethyl-3-(3-dimethylaminopropyl)carbodiimide hydrochloride). Reactants: B, C=CCC1(c2ccc(F)cc2)CCN(C(C)c2ccc(OCC(F)(F)F)cc2)C(=O)O1, C1CCOC1, C1CCOC1. Product: CC(c1ccc(OCC(F)(F)F)cc1)N1CCC(CCCO)(c2ccc(F)cc2)OC1=O. As a reaction SMILES: [BH3:32].[CH2:1]([CH:2]=[CH2:3])[C:4]1([c:25]2[cH:26][cH:27][c:28]([F:31])[cH:29][cH:30]2)[CH2:5][CH2:6][N:7]([CH:11]([CH3:12])[c:13]2[cH:14][cH:15][c:16]([O:19][CH2:20][C:21]([F:22])([F:23])[F:24])[cH:17][cH:18]2)[C:8](=[O:10])[O:9]1.[CH2:33]1[CH2:36][CH2:35][CH2:34][O:37]1.[CH2:38]1[O:39][CH2:40][CH2:41][CH2:42]1>>[CH2:1]([CH2:2][CH2:3][OH:37])[C:4]1([c:25]2[cH:26][cH:27][c:28]([F:31])[cH:29][cH:30]2)[CH2:5][CH2:6][N:7]([CH:11]([CH3:12])[c:13]2[cH:14][cH:15][c:16]([O:19][CH2:20][C:21]([F:22])([F:23])[F:24])[cH:17][cH:18]2)[C:8](=[O:10])[O:9]1. Reactants: CN(C(C=C)=O)CC1=C(N(C2=C(C=CC=C12)C)C)C (N-methyl-N-(1,2,7-trimethyl-1H-indol-3-ylmethyl)acrylamide), BrC=1C=C2CCC(NC2=NC1)=O (6-bromo-3,4-dihydro-1H-1,8-naphthyridin-2-one), CCN(C(C)C)C(C)C (DIEA), C1(=C(C=CC=C1)P(C1=C(C=CC=C1)C)C1=C(C=CC=C1)C)C (tri-o-tolylphosphine). Reagents/catalysts: CC(=O)[O-].CC(=O)[O-].[Pd+2] (Pd(OAc)2). The solvent is C(CC)#N (propionitrile). The product is CN(C(\C=C\C=1C=NC=2NC(CCC2C1)=O)=O)CC1=C(N(C2=C(C=CC=C12)C)C)C ((E)-N-Methyl-3-(7-oxo-5,6,7,8-tetrahydro-1,8-naphthyridin-3-yl)-N-(1,2,7-trimethyl-1H-indol-3-ylmethyl)-acrylamide). Isolated yield 24.8%. RXN SMILES: [CH3:1][N:2]([CH2:7][C:8]1[C:16]2[C:11](=[C:12]([CH3:17])[CH:13]=[CH:14][CH:15]=2)[N:10]([CH3:18])[C:9]=1[CH3:19])[C:3](=[O:6])[CH:4]=[CH2:5].Br[C:21]1[CH:22]=[C:23]2[C:28](=[N:29][CH:30]=1)[NH:27][C:26](=[O:31])[CH2:25][CH2:24]2.CCN(C(C)C)C(C)C.C1(C)C=CC=CC=1P(C1C=CC=CC=1C)C1C=CC=CC=1C>C(#N)CC.CC([O-])=O.CC([O-])=O.[Pd+2]>[CH3:1][N:2]([CH2:7][C:8]1[C:16]2[C:11](=[C:12]([CH3:17])[CH:13]=[CH:14][CH:15]=2)[N:10]([CH3:18])[C:9]=1[CH3:19])[C:3](=[O:6])/[CH:4]=[CH:5]/[C:21]1[CH:30]=[N:29][C:28]2[NH:27][C:26](=[O:31])[CH2:25][CH2:24][C:23]=2[CH:22]=1 |f:5.6.7|. Procedure details: A mixture of N-methyl-N-(1,2,7-trimethyl-1H-indol-3-ylmethyl)acrylamide (256 mg, 1 mmole) and 6-bromo-3,4-dihydro-1H-1,8-naphthyridin-2-one (227 mg, 1 mmole) in propionitrile (20 mL) was treated with DIEA (0.3 mL), Pd(OAc)2 (29 mg, 0.13 mmole), and tri-o-tolylphosphine (50 mg, 0.16 mmole). The reaction was heated at reflux under argon for 10 h, then was cooled to RT and filtered through supercel. The filtrate was concentrated and the residue was purified by flash chromatography on silica gel to ... Starting materials: C1(CCCCC1)NC(=O)NC=1N=C2C(=NC1)N(C(=C2)C)COCC[Si](C)(C)C (1-Cyclohexyl-3-[6-methyl-5-(2-trimethylsilanyl-ethoxymethyl)-5H-pyrrolo[2,3-b]pyrazin-2-yl]-urea), C(CN)N (ethylenediamine). Run in Cl (HCl), CC(=O)O (AcOH), CO.O.CCN(CC)CC (MeOH H2O Et3N). Conditions: temperature 50 celsius, time 8 hour. The product is C1(CCCCC1)NC(=O)NC=1N=C2C(=NC1)NC(=C2)C (1-cyclohexyl-3-(6-methyl-5H-pyrrolo[2,3-b]pyrazin-2-yl)-urea). Yield: 31.6%. Reaction SMILES: [CH:1]1([NH:7][C:8]([NH:10][C:11]2[N:12]=[C:13]3[CH:19]=[C:18]([CH3:20])[N:17](COCC[Si](C)(C)C)[C:14]3=[N:15][CH:16]=2)=[O:9])[CH2:6][CH2:5][CH2:4][CH2:3][CH2:2]1.C(N)CN>Cl.CC(O)=O.CO.O.CCN(CC)CC>[CH:1]1([NH:7][C:8]([NH:10][C:11]2[N:12]=[C:13]3[CH:19]=[C:18]([CH3:20])[NH:17][C:14]3=[N:15][CH:16]=2)=[O:9])[CH2:2][CH2:3][CH2:4][CH2:5][CH2:6]1 |f:4.5.6|. Procedure: 1-Cyclohexyl-3-[6-methyl-5-(2-trimethylsilanyl-ethoxymethyl)-5H-pyrrolo[2,3-b]pyrazin-2-yl]-urea (56 mg, 0.139 mmol) was dissolved in a solution of HCl in AcOH (1M, 2.8 mL), and heated at 50° C. in the sealed tube overnight. The reaction mixture was concentrated to dryness, dissolved in 1.5 mL of MeOH:H2O:Et3N 8:1:1 and ethylenediamine (93 ul, 1.39 mmol) was added. The reaction mixture was stirred overnight, concentrated and purified by and purified by SiO2 chromatography (8 g SiO2, DCM/MeOH 0-5... The reactants are [Al+3], CCC(=O)Cl, [Cl-], [Cl-], [Cl-], ClCCl, Cl, c1ccc2c(c1)CCO2. Yields the product CCC(=O)c1ccc2c(c1)CCO2. Reaction SMILES: [Al+3:7].[C:1]([CH2:2][CH3:3])(=[O:4])[Cl:5].[Cl-:6].[Cl-:8].[Cl-:9].[Cl:20][CH2:21][Cl:22].[ClH:19].[O:10]1[CH2:11][CH2:12][c:13]2[c:14]1[cH:15][cH:16][cH:17][cH:18]2>>[C:1]([CH2:2][CH3:3])(=[O:4])[c:17]1[cH:16][cH:15][c:14]2[c:13]([cH:18]1)[CH2:12][CH2:11][O:10]2. Starting materials: OC1(C2=C(NC(C3=C1C=CC=C3)=O)C=CC=C2)C (11-hydroxy-11-methyl-5,11-dihydro-dibenzo[b,e]azepin-6-one), [H-].[H-].[H-].[H-].[Li+].[Al+3] (LiAlH4). Run in O1CCOCC1 (dioxane). Reaction conditions: temperature 105 celsius, time 30 minute. Yields the product CC1C2=C(NCC3=C1C=CC=C3)C=CC=C2 (6,11-dihydro-11-methyl-5H-dibenzo[b,e]azepine). Yield: 60.8%. As a reaction SMILES: O[C:2]1([CH3:18])[C:8]2[CH:9]=[CH:10][CH:11]=[CH:12][C:7]=2[C:6](=O)[NH:5][C:4]2[CH:14]=[CH:15][CH:16]=[CH:17][C:3]1=2.[H-].[H-].[H-].[H-].[Li+].[Al+3]>O1CCOCC1>[CH3:18][CH:2]1[C:8]2[CH:9]=[CH:10][CH:11]=[CH:12][C:7]=2[CH2:6][NH:5][C:4]2[CH:14]=[CH:15][CH:16]=[CH:17][C:3]1=2 |f:1.2.3.4.5.6|. Procedure details: 11-Hydroxy-11-methyl-5,11-dihydro-dibenzo[b,e]azepin-6-one (3) (51.6 g 0.22 mol) was added to a suspension of LiAlH4 (33 g, 0.88 mol) in dioxane (850 mL). The reaction mixture was heated to 105° C. After 2.5 h under reflux the reaction mixture was cooled, the excess LiAlH4 was destroyed with aqueous Na2SO4 (55 mL). ethyl acetate (1.81) and Na2SO4 (440 g) were added, the reaction mixture was stirred for 30 min. The solids were filtered off and the filtrate was concentrated under reduced pressure.... Reactants: C(=O)(O)[O-].[Na+] (NaHCO3), ClC1=C(C(=O)C2=C(N3N(CCC3)C2=O)C2=NC(=NC=C2)SC)C=CC=C1 (2-(2-chloro-benzoyl)-3-(2-methylsulfanyl-pyrimidin-4-yl)-6,7-dihydro-5H-pyrazolo[1,2-a]pyrazol-1-one), OOS(=O)[O-].[K+] (Oxone), S(=O)(=O)(O[O-])[O-].[K+].[K+] (potassium peroxymonosulfate). Solvent: C1CCOC1.CO (THF MeOH), O (H2O). Product: ClC1=C(C(=O)C2=C(N3N(CCC3)C2=O)C2=NC(=NC=C2)S(=O)(=O)C)C=CC=C1 (2-(2-chlorobenzoyl)-3-(2-methanesulfonyl-pyrimidin-4-yl)-6,7-dihydro-5H-pyrazolo[1,2-a]pyrazol-1-one). As a reaction SMILES: [Cl:1][C:2]1[CH:26]=[CH:25][CH:24]=[CH:23][C:3]=1[C:4]([C:6]1[C:13](=[O:14])[N:9]2[CH2:10][CH2:11][CH2:12][N:8]2[C:7]=1[C:15]1[CH:20]=[CH:19][N:18]=[C:17](SC)[N:16]=1)=[O:5].O[O:28][S:29]([O-:31])=O.[K+].S([O-])(O[O-])(=O)=O.[K+].[K+].[C:41]([O-])(O)=O.[Na+]>C1COCC1.CO.O>[Cl:1][C:2]1[CH:26]=[CH:25][CH:24]=[CH:23][C:3]=1[C:4]([C:6]1[C:13](=[O:14])[N:9]2[CH2:10][CH2:11][CH2:12][N:8]2[C:7]=1[C:15]1[CH:20]=[CH:19][N:18]=[C:17]([S:29]([CH3:41])(=[O:31])=[O:28])[N:16]=1)=[O:5] |f:1.2,3.4.5,6.7,8.9|. Procedure details: To a solution of 2-(2-chloro-benzoyl)-3-(2-methylsulfanyl-pyrimidin-4-yl)-6,7-dihydro-5H-pyrazolo[1,2-a]pyrazol-1-one, 23, (0.15 g, 0.39 mmol)) in THF/MeOH (3 mL of 1:1 mixture) is added dropwise a solution of Oxone® (potassium peroxymonosulfate) (0.72 g, 1.16 mmol) in H2O (3 mL). After stirring the reaction for 1.5 hour at room temperature, the solution is poured into aqueous saturated NaHCO3. The aqueous phase is extracted three times with CHCl3 and the combined organic phases are dried (MgSO4...